The task is: describe an organic reaction: reactants, conditions, products, and yield. This data is from the Open Reaction Database (ORD), a public repository of structured organic reaction records. Reactants: NC1=C(C=CC=C1C(F)(F)F)C(=O)C1=CC(=CC=C1)O ([2-amino-3-(trifluoromethyl)phenyl]-(3-hydroxy-phenyl)methanone), CC1=C(C(=CC(=C1)C)C)CC=O ((2,4,6-Trimethyl-phenyl)-acetaldehyde). Product: C1(=C(C(=CC(=C1)C)C)C=1C=NC2=C(C=CC=C2C1C=1C=C(C=CC1)O)C(F)(F)F)C (3-[3-MESITYL-8-(TRIFLUOROMETHYL)QUINOLIN-4-YL]PHENOL). As a reaction SMILES: [NH2:1][C:2]1[C:7]([C:8]([F:11])([F:10])[F:9])=[CH:6][CH:5]=[CH:4][C:3]=1[C:12]([C:14]1[CH:19]=[CH:18][CH:17]=[C:16]([OH:20])[CH:15]=1)=O.[CH3:21][C:22]1[CH:27]=[C:26]([CH3:28])[CH:25]=[C:24]([CH3:29])[C:23]=1[CH2:30][CH:31]=O>>[C:22]1([CH3:21])[CH:27]=[C:26]([CH3:28])[CH:25]=[C:24]([CH3:29])[C:23]=1[C:30]1[CH:31]=[N:1][C:2]2[C:3]([C:12]=1[C:14]1[CH:15]=[C:16]([OH:20])[CH:17]=[CH:18][CH:19]=1)=[CH:4][CH:5]=[CH:6][C:7]=2[C:8]([F:11])([F:10])[F:9]. Procedure: The title compound was prepared from [2-amino-3-(trifluoromethyl)phenyl]-(3-hydroxy-phenyl)methanone and (2,4,6-Trimethyl-phenyl)-acetaldehyde following the procedure of Example 457: MS (ES) m/z 405.9; HRMS: calcd for C25H20F3NO+H+, 408.15697; found (ESI, [M+H]+), 408.1573. The reagents and catalysts are [Os](=O)(=O)(=O)=O (osmium tetroxide). Reported procedure: 6-chloro-N-(4-(chlorodifluoromethoxy)phenyl)-5-(1-(tetrahydro-2H-pyran-2-yl)-1H-pyrazol-5-yl)nicotinamide (Stage 48.2, 200 mg, 0.414 mmol), 3-buten-1-amine (50.5 μl, 0.497 mmol), DIPEA (145 μL, 0.828 mmol) and iPrOH (414 μL) were added to MW vial, which was sealed, purged with argon, and the RM was stirred at 130° C. for 5 h. iPrOH (1.5 μL) was added and the RM was stirred at 130° C. for 30 min. DIPEA (36.1 μL, 0.207 mmol), 3-buten-1-amine (16.83 μL, 0.166 mmol), and iPrOH (0.1 mL) were added an... The product is ClC(OC1=CC=C(C=C1)NC(C1=CN=C(C(=C1)C1=CC=NN1)NCCC(CO)O)=O)(F)F (N-(4-(Chlorodifluoromethoxy)phenyl)-6-((3,4-dihydroxybutyl)amino)-5-(1H-pyrazol-5-yl)nicotinamide). Solvent: O (water), [Cl-].[Na+].O (brine), C(Cl)Cl (DCM), CC(C)O (iPrOH), CC(C)O (iPrOH). Reaction conditions: temperature 130 celsius, time 5 hour. RXN SMILES: Cl[C:2]1[C:21]([C:22]2[N:26](C3CCCCO3)[N:25]=[CH:24][CH:23]=2)=[CH:20][C:5]([C:6]([NH:8][C:9]2[CH:14]=[CH:13][C:12]([O:15][C:16]([Cl:19])([F:18])[F:17])=[CH:11][CH:10]=2)=[O:7])=[CH:4][N:3]=1.C(N)CC=C.CCN(C(C)C)C(C)C.C[N+:48]1([O-])[CH2:53][CH2:52]OCC1.[OH:55]S([O-])(=O)=O.[K+].[CH2:61]1[CH2:65][O:64]CC1>[Cl-].[Na+].O.C(Cl)Cl.[Os](=O)(=O)(=O)=O.O.CC(O)C>[Cl:19][C:16]([F:18])([F:17])[O:15][C:12]1[CH:13]=[CH:14][C:9]([NH:8][C:6](=[O:7])[C:5]2[CH:20]=[C:21]([C:22]3[NH:26][N:25]=[CH:24][CH:23]=3)[C:2]([NH:48][CH2:53][CH2:52][CH:61]([OH:55])[CH2:65][OH:64])=[N:3][CH:4]=2)=[CH:10][CH:11]=1 |f:4.5,7.8.9|. Reactants: aq. solution, OS(=O)(=O)[O-].[K+] (KHSO4), C[N+]1(CCOCC1)[O-] (N-Methylmorpholin-N-oxide), intermediate, C1CCOC1 (THF), ClC1=NC=C(C(=O)NC2=CC=C(C=C2)OC(F)(F)Cl)C=C1C1=CC=NN1C1OCCCC1 (6-chloro-N-(4-(chlorodifluoromethoxy)phenyl)-5-(1-(tetrahydro-2H-pyran-2-yl)-1H-pyrazol-5-yl)nicotinamide), C(CC=C)N (3-buten-1-amine), CCN(C(C)C)C(C)C (DIPEA), CCN(C(C)C)C(C)C (DIPEA), C(CC=C)N (3-buten-1-amine). The reactants are O=Cc1sccc1Br, Cc1ccccc1, Cc1ccc(S(=O)(=O)[O-])cc1, OCCO, c1cc[nH+]cc1. Yields the product Brc1ccsc1C1OCCO1. Reaction SMILES: [Br:18][c:19]1[c:20]([CH:24]=[O:25])[s:21][cH:22][cH:23]1.[CH3:30][c:31]1[cH:32][cH:33][cH:34][cH:35][cH:36]1.[O-:1][S:2]([c:3]1[cH:4][cH:5][c:6]([CH3:7])[cH:8][cH:9]1)(=[O:10])=[O:11].[OH:26][CH2:27][CH2:28][OH:29].[nH+:12]1[cH:13][cH:14][cH:15][cH:16][cH:17]1>>[Br:18][c:19]1[c:20]([CH:24]2[O:25][CH2:28][CH2:27][O:26]2)[s:21][cH:22][cH:23]1. Reactants: SC=1SCCN1 (2-mercaptothiazoline), C(CCC)NCCCC (dibutylamine), C=O (formaldehyde). Solvent: C1(=CC=CC=C1)C (toluene). Conditions: temperature 50 celsius, time 5 hour. The product is C(CCC)N(CCCC)CN1C(SC=C1)=S (3-(dibutylaminomethyl)-thiazoline-2-thione). The yield is 91.7%. Reaction SMILES: [SH:1][C:2]1[S:3][CH2:4][CH2:5][N:6]=1.[CH2:7]([NH:11][CH2:12][CH2:13][CH2:14][CH3:15])[CH2:8][CH2:9][CH3:10].[CH2:16]=O>C1(C)C=CC=CC=1>[CH2:7]([N:11]([CH2:16][N:6]1[CH:5]=[CH:4][S:3][C:2]1=[S:1])[CH2:12][CH2:13][CH2:14][CH3:15])[CH2:8][CH2:9][CH3:10]. Reported procedure: A suspension of 47.3 g (0.4 mol) of 2-mercaptothiazoline together with 52.3 g (0.4 mol) of dibutylamine and 34.3 g (0.41 mol) of 36% aqueous formaldehyde in 150 ml of toluene is stirred for 5 hours at 50° C. The water is then separated off from the clear toluene phase and the latter is evaporated under reduced pressure. This gives 94.8 g (yield 91%) of 3-(dibutylaminomethyl)-thiazoline-2-thione in the form of a yellowish, highly fluid oil. nD20 1.5512. The reactants are O=C([O-])[O-], C#CCBr, CN(C)C=O, Cc1cc(C2=NOC(c3cc(Cl)cc(Cl)c3)(C(F)(F)F)C2)ccc1C(=N)NO, [Cs+], [Cs+], O. Product: C#CCONC(=N)c1ccc(C2=NOC(c3cc(Cl)cc(Cl)c3)(C(F)(F)F)C2)cc1C. RXN SMILES: [C:1](=[O:2])([O-:3])[O-:4].[CH2:35]([C:36]#[CH:37])[Br:38].[CH3:39][N:40]([CH3:41])[CH:42]=[O:43].[Cl:7][c:8]1[cH:9][c:10]([C:15]2([C:31]([F:32])([F:33])[F:34])[CH2:16][C:17]([c:20]3[cH:21][c:22]([CH3:30])[c:23]([C:24](=[NH:25])[NH:26][OH:27])[cH:28][cH:29]3)=[N:18][O:19]2)[cH:11][c:12]([Cl:14])[cH:13]1.[Cs+:5].[Cs+:6].[OH2:44]>>[Cl:7][c:8]1[cH:9][c:10]([C:15]2([C:31]([F:32])([F:33])[F:34])[CH2:16][C:17]([c:20]3[cH:21][c:22]([CH3:30])[c:23]([C:24](=[NH:25])[NH:26][O:27][CH2:37][C:36]#[CH:35])[cH:28][cH:29]3)=[N:18][O:19]2)[cH:11][c:12]([Cl:14])[cH:13]1. The reactants are ClCCOC1=NNC2=NC=NC(=C21)NC2=CC(=C(C=C2)OC=2C=NC(=CC2)C)Cl (3-(2-chloroethoxy)-N-{3-chloro-4-[(6-methylpyridin-3-yl)oxy]phenyl}-1H-pyrazolo[3,4-d]pyrimidin-4-amine), N1[C@H](CCC1)CO ((R)-2-pyrrolidinemethanol). Yields the product ClC=1C=C(C=CC1OC=1C=NC(=CC1)C)NC1=C2C(=NC=N1)NN=C2OCCN2[C@H](CCC2)CO ([(2R)-1-(2-{[4-({3-chloro-4-[(6-methylpyridin-3-yl)oxy]phenyl}amino)-1H-pyrazolo[3,4-d]pyrimidin-3-yl]oxy}ethyl)pyrrolidin-2-yl]methanol). Yield: 45.0%. As a reaction SMILES: Cl[CH2:2][CH2:3][O:4][C:5]1[C:13]2[C:8](=[N:9][CH:10]=[N:11][C:12]=2[NH:14][C:15]2[CH:20]=[CH:19][C:18]([O:21][C:22]3[CH:23]=[N:24][C:25]([CH3:28])=[CH:26][CH:27]=3)=[C:17]([Cl:29])[CH:16]=2)[NH:7][N:6]=1.[NH:30]1[CH2:34][CH2:33][CH2:32][C@@H:31]1[CH2:35][OH:36]>>[Cl:29][C:17]1[CH:16]=[C:15]([NH:14][C:12]2[N:11]=[CH:10][N:9]=[C:8]3[NH:7][N:6]=[C:5]([O:4][CH2:3][CH2:2][N:30]4[CH2:34][CH2:33][CH2:32][C@@H:31]4[CH2:35][OH:36])[C:13]=23)[CH:20]=[CH:19][C:18]=1[O:21][C:22]1[CH:23]=[N:24][C:25]([CH3:28])=[CH:26][CH:27]=1. Reported procedure: The procedure described in Example 23 was repeated using 3-(2-chloroethoxy)-N-{3-chloro-4-[(6-methylpyridin-3-yl)oxy]phenyl}-1H-pyrazolo[3,4-d]pyrimidin-4-amine (prepared as described in Example 16) and (R)-2-pyrrolidinemethanol to give the title compound in 45% yield; NMR Spectrum: 1.50-1.81 (m, 4H), 2.33 (dd, 1H), 2.45 (s, 3H), 2.58 (m, 1H), 2.74-2.79 (m, 1H), 3.11-3.19 (m, 1H), 3.24-3.32 (m, 3H), 4.44 (t, 2H), 7.20 (d, 1H), 7.27 (br s, 2H), 7.73 (d, 1H), 8.14 (s, 1H), 8.21 (s, 1H), 8.36 (s, 1... Starting materials: Nc1ccc(Cl)c(-c2ccccn2)c1, O=C(O)c1ccc(S(=O)(=O)Cl)cc1, O=C(O)c1ccc(S(=O)(=O)NCC(F)(F)F)cc1, NCC(F)(F)F. Product: O=C(Nc1ccc(Cl)c(-c2ccccn2)c1)c1ccc(S(=O)(=O)NCC(F)(F)F)cc1. As a reaction SMILES: [Cl:14][c:15]1[c:16](-[c:22]2[n:23][cH:24][cH:25][cH:26][cH:27]2)[cH:17][c:18]([NH2:19])[cH:20][cH:21]1.[Cl:1][S:2]([c:3]1[cH:4][cH:5][c:6]([C:7]([OH:8])=[O:9])[cH:10][cH:11]1)(=[O:12])=[O:13].[F:28][C:29]([CH2:30][NH:31][S:32](=[O:33])(=[O:34])[c:35]1[cH:36][cH:37][c:38]([C:39](=[O:40])[OH:41])[cH:42][cH:43]1)([F:44])[F:45].[F:46][C:47]([F:48])([F:49])[CH2:50][NH2:51]>>[Cl:14][c:15]1[c:16](-[c:22]2[n:23][cH:24][cH:25][cH:26][cH:27]2)[cH:17][c:18]([NH:19][C:39]([c:38]2[cH:37][cH:36][c:35]([S:32]([NH:31][CH2:30][C:29]([F:28])([F:44])[F:45])(=[O:33])=[O:34])[cH:43][cH:42]2)=[O:40])[cH:20][cH:21]1. Reactants: BrC1=CC=CC(=N1)C=O (6-bromopyridine-2-carbaldehyde), C(C)(C)(C)NCC1=C(C2=CC=CC=C2C=C1)B1OC(C(O1)(C)C)(C)C (tert-butyl{[1-(4,4,5,5-tetramethyl-1,3,2-dioxaborolan-2-yl)-2-naphthyl]methyl}amine), Na2CO3(H2O)10. The reagents and catalysts are C=1C=CC(=CC1)[P](C=2C=CC=CC2)(C=3C=CC=CC3)[Pd]([P](C=4C=CC=CC4)(C=5C=CC=CC5)C=6C=CC=CC6)([P](C=7C=CC=CC7)(C=8C=CC=CC8)C=9C=CC=CC9)[P](C=1C=CC=CC1)(C=1C=CC=CC1)C=1C=CC=CC1 (Pd(PPh3)4). Yields the product C(C)(C)(C)NCC1=C(C2=CC=CC=C2C=C1)C1=CC=CC(=N1)C=O (6-{2-[(tert-Butylamino)methyl]-1-naphthyl}pyridine-2-carbaldehyde). Run in C1(=CC=CC=C1)C (toluene), CO (methanol), O (water). As a reaction SMILES: Br[C:2]1[N:7]=[C:6]([CH:8]=[O:9])[CH:5]=[CH:4][CH:3]=1.[C:10]([NH:14][CH2:15][C:16]1[CH:25]=[CH:24][C:23]2[C:18](=[CH:19][CH:20]=[CH:21][CH:22]=2)[C:17]=1B1OC(C)(C)C(C)(C)O1)([CH3:13])([CH3:12])[CH3:11]>CO.O.C1(C)C=CC=CC=1.C1C=CC([P]([Pd]([P](C2C=CC=CC=2)(C2C=CC=CC=2)C2C=CC=CC=2)([P](C2C=CC=CC=2)(C2C=CC=CC=2)C2C=CC=CC=2)[P](C2C=CC=CC=2)(C2C=CC=CC=2)C2C=CC=CC=2)(C2C=CC=CC=2)C2C=CC=CC=2)=CC=1>[C:10]([NH:14][CH2:15][C:16]1[CH:25]=[CH:24][C:23]2[C:18](=[CH:19][CH:20]=[CH:21][CH:22]=2)[C:17]=1[C:2]1[N:7]=[C:6]([CH:8]=[O:9])[CH:5]=[CH:4][CH:3]=1)([CH3:13])([CH3:11])[CH3:12] |^1:48,50,69,88|. Reported procedure: A solution of 37.0 g (129 mmol) of Na2CO3(H2O)10 in a mixture of 200 ml of methanol and 600 ml of water was added to a mixture of 9.58 g (51.5 mmol) of 6-bromopyridine-2-carbaldehyde, 17.5 g (51.5 mmol) of tert-butyl{[1-(4,4,5,5-tetramethyl-1,3,2-dioxaborolan-2-yl)-2-naphthyl]methyl}amine and 3.00 g (2.60 mmol) of Pd(PPh3)4 in 1000 ml of toluene by vigorous stirring at room temperature. The resulting mixture was stirred at 80° C. for 12 h. Further on, this mixture was cooled to room temperature;... The reactants are CC(C=C)OC1=C(C=CC=C1)NC(C)=O (N-{2-[(1-Methyl-2-propenyl)oxy]phenyl}acetamide), ClC1=CC(=CC=C1)C(=O)OO (m-chloroperbenzoic acid), Example 8 ( ii ). The product is O1C(C1)C(C)OC1=C(C=CC=C1)NC(C)=O (N-{2-[1-(2-Oxiranyl)ethoxy]phenyl}acetamide). RXN SMILES: [CH3:1][CH:2]([O:5][C:6]1[CH:11]=[CH:10][CH:9]=[CH:8][C:7]=1[NH:12][C:13](=[O:15])[CH3:14])[CH:3]=[CH2:4].ClC1C=CC=C(C(OO)=[O:24])C=1>>[O:24]1[CH2:4][CH:3]1[CH:2]([O:5][C:6]1[CH:11]=[CH:10][CH:9]=[CH:8][C:7]=1[NH:12][C:13](=[O:15])[CH3:14])[CH3:1]. Procedure: The compound was prepared from N-{2-[(1-Methyl-2-propenyl)oxy]phenyl}acetamide (549 mg, 2.67 mmol) and m-chloroperbenzoic acid (80%, 923 mg, 4.28 mmol) analogously to that described in Example 8 (ii). Purification was done on silica gel with petroleum ether/ethyl acetate 10/15 as eluent. This gave separation of the two diastereomeric pairs. Starting materials: C(#N)C=1C=C(C=CC1)B(O)O (3-cyanophenylboronic acid), FC1=CC=C(C=C1)C1=NN(C=C1C=1C=CC=2N(C1)C(=CN2)I)C(C2=CC=CC=C2)(C2=CC=CC=C2)C2=CC=CC=C2 (6-[3-(4-fluorophenyl)-1-trityl-1H-4-pyrazolyl]-3-iodoimidazo[1,2-a]pyridine). Product: FC1=CC=C(C=C1)C1=NN(C=C1C=1C=CC=2N(C1)C(=CN2)C=2C=C(C#N)C=CC2)C(C2=CC=CC=C2)(C2=CC=CC=C2)C2=CC=CC=C2 (3-{6-[3-(4-fluorophenyl)-1-trityl-1H-4-pyrazolyl]imidazo[1,2-a]pyridin-3-yl} benzonitrile). The yield is 87.8%. As a reaction SMILES: [C:1]([C:3]1[CH:4]=[C:5](B(O)O)[CH:6]=[CH:7][CH:8]=1)#[N:2].[F:12][C:13]1[CH:18]=[CH:17][C:16]([C:19]2[C:23]([C:24]3[CH:25]=[CH:26][C:27]4[N:28]([C:30](I)=[CH:31][N:32]=4)[CH:29]=3)=[CH:22][N:21]([C:34]([C:47]3[CH:52]=[CH:51][CH:50]=[CH:49][CH:48]=3)([C:41]3[CH:46]=[CH:45][CH:44]=[CH:43][CH:42]=3)[C:35]3[CH:40]=[CH:39][CH:38]=[CH:37][CH:36]=3)[N:20]=2)=[CH:15][CH:14]=1>>[F:12][C:13]1[CH:18]=[CH:17][C:16]([C:19]2[C:23]([C:24]3[CH:25]=[CH:26][C:27]4[N:28]([C:30]([C:7]5[CH:8]=[C:3]([CH:4]=[CH:5][CH:6]=5)[C:1]#[N:2])=[CH:31][N:32]=4)[CH:29]=3)=[CH:22][N:21]([C:34]([C:47]3[CH:52]=[CH:51][CH:50]=[CH:49][CH:48]=3)([C:41]3[CH:46]=[CH:45][CH:44]=[CH:43][CH:42]=3)[C:35]3[CH:40]=[CH:39][CH:38]=[CH:37][CH:36]=3)[N:20]=2)=[CH:15][CH:14]=1. Procedure: 46 mg 3-cyanophenylboronic acid and 161 mg 6-[3-(4-fluorophenyl)-1-trityl-1H-4-pyrazolyl]-3-iodoimidazo[1,2-a]pyridine (compound in Production Example 39) were reacted in the same manner as in Example 3, to give 136 mg 3-{6-[3-(4-fluorophenyl)-1-trityl-1H-4-pyrazolyl]imidazo[1,2-a]pyridin-3-yl} benzonitrile as colorless crystals. This product was subjected to deprotection of the trityl group and converted into the corresponding hydrochloride by the same method as in Example 68, to give 90 mg of ...